From a dataset of the Open Reaction Database (ORD), a public repository of structured organic reaction records. describe an organic reaction: reactants, conditions, products, and yield Reactants: OC=1C=C(C=CC1)C(C#N)C (2-(3-hydroxyphenyl)propionitrile), COC1=C(C=CC=C1)B(O)O (2-methoxyphenylboronic acid), Cl (HCl), CuOAc, N1=CC=CC=C1 (pyridine). Solvent: C(Cl)Cl (CH2Cl2). Reaction conditions: time 8 hour. Yields the product COC1=C(OC=2C=C(C=CC2)C(C#N)C)C=CC=C1 (2-{3-[(2-methoxy)phenoxy)phenyl]propionitrile). Isolated yield 85.0%. RXN SMILES: [OH:1][C:2]1[CH:3]=[C:4]([CH:8]([CH3:11])[C:9]#[N:10])[CH:5]=[CH:6][CH:7]=1.N1C=CC=CC=1.[CH3:18][O:19][C:20]1[CH:25]=[CH:24][CH:23]=[CH:22][C:21]=1B(O)O.Cl>C(Cl)Cl>[CH3:18][O:19][C:20]1[CH:25]=[CH:24][CH:23]=[CH:22][C:21]=1[O:1][C:2]1[CH:3]=[C:4]([CH:8]([CH3:11])[C:9]#[N:10])[CH:5]=[CH:6][CH:7]=1. Procedure: To a solution of 2-(3-hydroxyphenyl)propionitrile (0.118 g, 0.80 mmol), prepared as above described, in dry CH2Cl2 (6 mL were sequentially added, molecular sieves (4 Å), CuOAc (0.145 mg, 0.80 mmol) and pyridine (0.33 mL, 4.0 mmol). After stirring 20 min commercial 2-methoxyphenylboronic acid (0.243 g 1.60 mmol) was added. The reaction mixture was stirred overnight at room temperature. The reaction mixture was cooled to 0° C., 0.5N HCl added and the organic phase washed (3×10 mL) with 0.5N HCl. A... The reactants are CN(C)C=O, CCOC(C)=O, C#CC(O)CC, CC(C)NC(C)C, [Cu]I, Ic1ccccc1. Product: CCC(O)C#Cc1ccccc1. Reaction SMILES: [CH3:21][N:22]([CH3:23])[CH:24]=[O:25].[CH3:26][CH2:27][O:28][C:29](=[O:30])[CH3:31].[CH:15]#[C:16][CH:17]([CH2:18][CH3:19])[OH:20].[CH:8]([NH:9][CH:10]([CH3:11])[CH3:12])([CH3:13])[CH3:14].[Cu:32][I:33].[I:1][c:2]1[cH:3][cH:4][cH:5][cH:6][cH:7]1>>[c:2]1([C:15]#[C:16][CH:17]([CH2:18][CH3:19])[OH:20])[cH:3][cH:4][cH:5][cH:6][cH:7]1. Starting materials: CS(=O)(=O)Cl, ClCCl, Nc1ccc([N+](=O)[O-])c([N+](=O)[O-])c1, c1ccncc1. Yields the product CS(=O)(=O)Nc1ccc([N+](=O)[O-])c([N+](=O)[O-])c1. RXN SMILES: [CH3:14][S:15]([Cl:16])(=[O:17])=[O:18].[Cl:25][CH2:26][Cl:27].[N+:1](=[O:2])([O-:3])[c:4]1[cH:5][c:6]([NH2:7])[cH:8][cH:9][c:10]1[N+:11](=[O:12])[O-:13].[cH:19]1[cH:20][cH:21][n:22][cH:23][cH:24]1>>[N+:1](=[O:2])([O-:3])[c:4]1[cH:5][c:6]([NH:7][S:15]([CH3:14])(=[O:17])=[O:18])[cH:8][cH:9][c:10]1[N+:11](=[O:12])[O-:13]. The reactants are CC1=C2C(C=C(OC2=C(C=C1)Cl)C(=O)OCC)=O (Ethyl 5-methyl-8-chloro-4-oxo-4H-chromene-2-carboxylate), C([O-])([O-])=O.[Cs+].[Cs+] (cesium carbonate), C1(CCCC1)P(C1=C(C=CC=C1)C1=C(C=CC=C1)N(C)C)C1CCCC1 ((2′-dicyclopentylphosphanyl-biphenyl-2-yl)-dimethyl-amine), CN1CCNCC1 (N-methylpiperazine), C1(CCCCC1)P(C1=C(C=CC=C1)C1=C(C=CC=C1)N(C)C)C1CCCCC1 ((2′-dicyclohexylphosphanyl-biphenyl-2-yl)-dimethyl-amine). Product: C(C)OC(=O)C=1OC2=C(C=CC(=C2C(C1)=O)C)N1CCN(CC1)C (Ethyl-5-methyl-8-(4-Methyl-piperazin-1-yl)-4-oxo-4H-chromene-2-carboxylate). Run at temperature 80 celsius, time 4 day. As a reaction SMILES: [CH3:1][C:2]1[CH:11]=[CH:10][C:9](Cl)=[C:8]2[C:3]=1[C:4](=[O:18])[CH:5]=[C:6]([C:13]([O:15][CH2:16][CH3:17])=[O:14])[O:7]2.[CH3:19][N:20]1[CH2:25][CH2:24][NH:23][CH2:22][CH2:21]1.C1(P(C2CCCCC2)C2C=CC=CC=2C2C=CC=CC=2N(C)C)CCCCC1.C(=O)([O-])[O-].[Cs+].[Cs+].C1(P(C2CCCC2)C2C=CC=CC=2C2C=CC=CC=2N(C)C)CCCC1>[Pd].[Pd].C(=CC(C=CC1C=CC=CC=1)=O)C1C=CC=CC=1.C(=CC(C=CC1C=CC=CC=1)=O)C1C=CC=CC=1.C(=CC(C=CC1C=CC=CC=1)=O)C1C=CC=CC=1.O1CCCC1>[CH2:16]([O:15][C:13]([C:6]1[O:7][C:8]2[C:3]([C:4](=[O:18])[CH:5]=1)=[C:2]([CH3:1])[CH:11]=[CH:10][C:9]=2[N:23]1[CH2:24][CH2:25][N:20]([CH3:19])[CH2:21][CH2:22]1)=[O:14])[CH3:17] |f:3.4.5,7.8.9.10.11|. The reagents and catalysts are [Pd].[Pd].C(C1=CC=CC=C1)=CC(=O)C=CC1=CC=CC=C1.C(C1=CC=CC=C1)=CC(=O)C=CC1=CC=CC=C1.C(C1=CC=CC=C1)=CC(=O)C=CC1=CC=CC=C1 (tris(dibenzylideneacetone) dipalladium (0)), [Pd].[Pd].C(C1=CC=CC=C1)=CC(=O)C=CC1=CC=CC=C1.C(C1=CC=CC=C1)=CC(=O)C=CC1=CC=CC=C1.C(C1=CC=CC=C1)=CC(=O)C=CC1=CC=CC=C1 (tris(dibenzylideneacetone) dipalladium (0)). Procedure details: Ethyl 5-methyl-8-chloro-4-oxo-4H-chromene-2-carboxylate (1.0 g, 3.6 mmol) as prepared in Reference Example 6c above, was azeotroped with anhydrous toluene then the white solid was dissolved in 100 ml anhydrous toluene in a 250 mL single-neck round bottom flask. The mixture was degassed by alternating argon sparge and vacuum (3×), and the following were added in order: N-methylpiperazine (0.6 ml, 5.37 mmol), (2′-dicyclohexylphosphanyl-biphenyl-2-yl)-dimethyl-amine (JACS 1998, 120, p9722) (40 mg, ... The solvent is O1CCCC1 (Tetrahydrofuran). Starting materials: FC1=C2C(=NC=NC2=CC=C1)NC=1C=C2C=NN(C2=CC1)CC1=CC(=CC=C1)F (5-fluoro-N-[1-(3-fluorobenzyl)-1H-indazol-5-yl]quinazolin-4-amine), C([C@H](O)C)(=O)OC ((R)-methyl lactate). The product is FC=1C=C(CN2N=CC3=CC(=CC=C23)NC2=NC=NC3=CC=CC(=C23)O[C@H](C(=O)OC)C)C=CC1 (methyl (2S)-2-[(4-{[1-(3-fluorobenzyl)-1H-indazol-5-yl]amino}quinazolin-5-yl)oxy]propanoate). Reaction SMILES: F[C:2]1[CH:11]=[CH:10][CH:9]=[C:8]2[C:3]=1[C:4]([NH:12][C:13]1[CH:14]=[C:15]3[C:19](=[CH:20][CH:21]=1)[N:18]([CH2:22][C:23]1[CH:28]=[CH:27][CH:26]=[C:25]([F:29])[CH:24]=1)[N:17]=[CH:16]3)=[N:5][CH:6]=[N:7]2.[C:30]([O:35][CH3:36])(=[O:34])[C@@H:31]([CH3:33])[OH:32]>>[F:29][C:25]1[CH:24]=[C:23]([CH:28]=[CH:27][CH:26]=1)[CH2:22][N:18]1[C:19]2[C:15](=[CH:14][C:13]([NH:12][C:4]3[C:3]4[C:8](=[CH:9][CH:10]=[CH:11][C:2]=4[O:32][C@@H:31]([CH3:33])[C:30]([O:35][CH3:36])=[O:34])[N:7]=[CH:6][N:5]=3)=[CH:21][CH:20]=2)[CH:16]=[N:17]1. Procedure: The 5-fluoro-N-[1-(3-fluorobenzyl)-1H-indazol-5-yl]quinazolin-4-amine (2.4 g, 6.48 mmol) was reacted as in Example 5 starting material, except that (R)-methyl lactate was used instead of (s)-methyl lactate, to give methyl (2S)-2-[(4-{[1-(3-fluorobenzyl)-1H-indazol-5-yl]amino}quinazolin-5-yl)oxy]propanoate: The reactants are CCN=C=O, CCOC(=O)c1cc(Br)cc2nc(N)nn12, C1CCOC1, Cc1ccccc1. Yields the product CCNC(=O)Nc1nc2cc(Br)cc(C(=O)OCC)n2n1. As a reaction SMILES: [CH2:17]([CH3:18])[N:19]=[C:20]=[O:21].[CH2:1]([CH3:2])[O:3][C:4](=[O:5])[c:6]1[cH:7][c:8]([Br:16])[cH:9][c:10]2[n:11]1[n:12][c:13]([NH2:15])[n:14]2.[CH2:22]1[O:23][CH2:24][CH2:25][CH2:26]1.[CH3:27][c:28]1[cH:29][cH:30][cH:31][cH:32][cH:33]1>>[CH2:1]([CH3:2])[O:3][C:4](=[O:5])[c:6]1[cH:7][c:8]([Br:16])[cH:9][c:10]2[n:11]1[n:12][c:13]([NH:15][C:20]([NH:19][CH2:17][CH3:18])=[O:21])[n:14]2. Starting materials: OC1CCN(CC1)C(=O)OC(C)(C)C (tert-butyl 4-hydroxypiperidine-1-carboxylate), [H-].[Na+] (sodium hydride), ClC1=NC(=CC(=C1)CN(C)C)Cl (1-(2,6-dichloropyridin-4-yl)-N,N-dimethylmethanamine). The solvent is CO (methanol), CN(C)C=O (DMF). Reaction conditions: temperature 100 celsius, time 30 minute. Product: ClC1=CC(=CC(=N1)OC1CCN(CC1)C(=O)OC(C)(C)C)CN(C)C (tert-Butyl 4-({6-chloro-4-[(dimethylamino)methyl]pyridin-2-yl}oxy)piperidine-1-carboxylate). As a reaction SMILES: [OH:1][CH:2]1[CH2:7][CH2:6][N:5]([C:8]([O:10][C:11]([CH3:14])([CH3:13])[CH3:12])=[O:9])[CH2:4][CH2:3]1.[H-].[Na+].[Cl:17][C:18]1[CH:23]=[C:22]([CH2:24][N:25]([CH3:27])[CH3:26])[CH:21]=[C:20](Cl)[N:19]=1>CN(C=O)C.CO>[Cl:17][C:18]1[N:19]=[C:20]([O:1][CH:2]2[CH2:3][CH2:4][N:5]([C:8]([O:10][C:11]([CH3:14])([CH3:13])[CH3:12])=[O:9])[CH2:6][CH2:7]2)[CH:21]=[C:22]([CH2:24][N:25]([CH3:27])[CH3:26])[CH:23]=1 |f:1.2|. Reported procedure: To a solution of tert-butyl 4-hydroxypiperidine-1-carboxylate (44.2 mg, 0.219 mmol) in DMF (0.7 mL) was added sodium hydride (13.2 mg, 0.329 mmol). After stirring for 30 minutes, 1-(2,6-dichloropyridin-4-yl)-N,N-dimethylmethanamine (45 mg, 0.22 mmol) was added to the reaction vial. The reaction solution was heated at 100° C. overnight. The reaction solution was diluted with methanol and purified with preparative LCMS to give the desired product. LCMS (M+H)+: 370.1. Reactants: C(C)#N (Acetonitrile), BrC(COCC(Br)F)F (bromofluoroethyl ether), CC=1C=C(C=CC1C)OC(C(Br)(F)F)(F)F (3,4-dimethyl-l-(2-bromotetrafluoroethoxy)benzene). The reagents and catalysts are [Zn] (zinc). Run in O (water), O (water), CCCCCC (hexane). Run at temperature 50 celsius. Product: FC(=C(F)F)OC1=CC(=C(C=C1)C)C (4-(Trifluorovinyloxy)- 1,2-dimethylbenzene). The yield is 87.0%. As a reaction SMILES: C(#N)C.BrC(F)COCC(F)Br.[CH3:13][C:14]1[CH:15]=[C:16]([O:21][C:22](F)([F:27])[C:23]([F:26])([F:25])Br)[CH:17]=[CH:18][C:19]=1[CH3:20]>[Zn].O.CCCCCC>[F:27][C:22]([O:21][C:16]1[CH:17]=[CH:18][C:19]([CH3:20])=[C:14]([CH3:13])[CH:15]=1)=[C:23]([F:25])[F:26]. Reported procedure: Acetonitrile (200 mL) and zinc (50 g, 0.765 mol) are transferred to an oven-dried two liter three-necked Morton flask fitted with a mechanical stirrer, reflux condenser, and thermocouple. The mixture is stirred and heated to 50° C. by means of a heating mantle and temperature controller. The mixture is assayed for water (700 ppm) and the temperature is increased to 65° C. The bromofluoroethyl ether, 3,4-dimethyl-l-(2-bromotetrafluoroethoxy)benzene (187.04 g, 0.621 mole) is added over a period of... Starting materials: ClC=1C=CC(=C(C1)C1=CC(N(C=C1OC)C(C(=O)O)CC(C)C)=O)C#N (2-[4-(5-chloro-2-cyanophenyl)-5-methoxy-2-oxopyridin-1(2H)-yl]-4-methylpentanoic acid), NC1=CC=C(C(=O)OC(C)(C)C)C=C1 (tert-butyl 4-aminobenzoate). Yields the product ClC=1C=CC(=C(C1)C1=CC(N(C=C1OC)C(C(=O)NC1=CC=C(C(=O)OC(C)(C)C)C=C1)CC(C)C)=O)C#N (tert-Butyl 4-({2-[4-(5-chloro-2-cyanophenyl)-5-methoxy-2-oxopyridin-1(2H)-yl]-4-methylpentanoyl}amino)benzoate). RXN SMILES: [Cl:1][C:2]1[CH:3]=[CH:4][C:5]([C:25]#[N:26])=[C:6]([C:8]2[C:13]([O:14][CH3:15])=[CH:12][N:11]([CH:16]([CH2:20][CH:21]([CH3:23])[CH3:22])[C:17](O)=[O:18])[C:10](=[O:24])[CH:9]=2)[CH:7]=1.[NH2:27][C:28]1[CH:40]=[CH:39][C:31]([C:32]([O:34][C:35]([CH3:38])([CH3:37])[CH3:36])=[O:33])=[CH:30][CH:29]=1>>[Cl:1][C:2]1[CH:3]=[CH:4][C:5]([C:25]#[N:26])=[C:6]([C:8]2[C:13]([O:14][CH3:15])=[CH:12][N:11]([CH:16]([CH2:20][CH:21]([CH3:23])[CH3:22])[C:17]([NH:27][C:28]3[CH:40]=[CH:39][C:31]([C:32]([O:34][C:35]([CH3:36])([CH3:37])[CH3:38])=[O:33])=[CH:30][CH:29]=3)=[O:18])[C:10](=[O:24])[CH:9]=2)[CH:7]=1. Reported procedure: 166 mg (purity 85%, 0.38 mmol) of 2-[4-(5-chloro-2-cyanophenyl)-5-methoxy-2-oxopyridin-1(2H)-yl]-4-methylpentanoic acid (racemate) and 1.1 eq. of tert-butyl 4-aminobenzoate were reacted according to General Method 5A. Yield: 127 mg (60% of theory) The reactants are C(C)(C)(C)OC=1C(=NC=CN1)CN1CCC(CC1)(C)C(CC1=C(C=CC=C1)F)=O (1-[1-(3-tert-butoxy-2-pyrazinylmethyl)-4-methylpiperidin-4-yl]-2-(2-fluorophenyl)ethanone), ClCCl (dichloromethane), C([O-])(O)=O.[Na+] (sodium bicarbonate). Solvent: C(C)(=O)OCC (ethyl acetate), Cl.C(C)(=O)OCC (hydrogen chloride ethyl acetate). Conditions: time 1 hour. The product is FC1=C(C=CC=C1)CC(=O)C1(CCN(CC1)CC=1C(NC=CN1)=O)C (3-[4-[2-(2-Fluorophenyl)acetyl]-4-methylpiperidino]methyl-1H-pyrazin-2-one). The yield is 81.0%. RXN SMILES: C([O:5][C:6]1[C:7]([CH2:12][N:13]2[CH2:18][CH2:17][C:16]([C:20](=[O:29])[CH2:21][C:22]3[CH:27]=[CH:26][CH:25]=[CH:24][C:23]=3[F:28])([CH3:19])[CH2:15][CH2:14]2)=[N:8][CH:9]=[CH:10][N:11]=1)(C)(C)C.C(=O)(O)[O-].[Na+].ClCCl>C(OCC)(=O)C.Cl.C(OCC)(=O)C>[F:28][C:23]1[CH:24]=[CH:25][CH:26]=[CH:27][C:22]=1[CH2:21][C:20]([C:16]1([CH3:19])[CH2:15][CH2:14][N:13]([CH2:12][C:7]2[C:6](=[O:5])[NH:11][CH:10]=[CH:9][N:8]=2)[CH2:18][CH2:17]1)=[O:29] |f:1.2,5.6|. Procedure details: After dissolving 135 mg of 1-[1-(3-tert-butoxy-2-pyrazinylmethyl)-4-methylpiperidin-4-yl]-2-(2-fluorophenyl)ethanone in 2 ml of ethyl acetate, 2 ml of 4N hydrogen chloride/ethyl acetate was added while stirring on ice. After 1 hour, saturated aqueous sodium bicarbonate solution was added to the reaction solution and extraction was performed with dichloromethane. The extract was dried over anhydrous magnesium sulfate, and then the solvent was distilled off under reduced pressure. Diethyl ether wa...